Dataset: the Open Reaction Database (ORD), a public repository of structured organic reaction records. Task: describe an organic reaction: reactants, conditions, products, and yield The reactants are S1C2=C(C=C1C(=O)Cl)C=CC=C2 (2-benzo[b]thiophenecarbonyl chloride), S1C2=C(C=C1C(=O)O)C=CC=C2 (2-benzo[b]thiophenecarboxylic acid), C(C(=O)Cl)(=O)Cl (oxalyl chloride), NC(P(OCC)(OCC)=O)P(OCC)(OCC)=O (tetraethyl (aminomethylene)bis(phosphonate)). The reagents and catalysts are CN(C1=CC=NC=C1)C (4-(dimethylamino)pyridine). Solvent: C(C)(=O)OCC (ethyl acetate), C(Cl)Cl (methylene chloride), C(Cl)Cl (methylene chloride), N1=CC=CC=C1 (pyridine). Run at time 2 hour. Product: S1C2=C(C=C1C(=O)NC(P(OCC)(OCC)=O)P(OCC)(OCC)=O)C=CC=C2 (tetraethyl [(2-benzo[b]thiophenecarboxamido)methylene]bis(phosphonate)). Reaction SMILES: [S:1]1[C:5]([C:6](Cl)=[O:7])=[CH:4][C:3]2[CH:9]=[CH:10][CH:11]=[CH:12][C:2]1=2.S1C(C(O)=O)=CC2C=CC=CC1=2.C(Cl)(=O)C(Cl)=O.[NH2:31][CH:32]([P:41](=[O:48])([O:45][CH2:46][CH3:47])[O:42][CH2:43][CH3:44])[P:33](=[O:40])([O:37][CH2:38][CH3:39])[O:34][CH2:35][CH3:36]>C(Cl)Cl.CN(C)C1C=CN=CC=1.C(OCC)(=O)C.N1C=CC=CC=1>[S:1]1[C:5]([C:6]([NH:31][CH:32]([P:33](=[O:40])([O:34][CH2:35][CH3:36])[O:37][CH2:38][CH3:39])[P:41](=[O:48])([O:45][CH2:46][CH3:47])[O:42][CH2:43][CH3:44])=[O:7])=[CH:4][C:3]2[CH:9]=[CH:10][CH:11]=[CH:12][C:2]1=2. Procedure details: To a solution of 2-benzo[b]thiophenecarbonyl chloride prepared from 2-benzo[b]thiophenecarboxylic acid (356 mg) and oxalyl chloride (0.35 ml) in methylene chloride (2 ml) was added dropwise a mixture of tetraethyl (aminomethylene)bis(phosphonate) (606 mg), pyridine (316 mg) and trace amounts of 4-(dimethylamino)pyridine in methylene chloride (8 ml) at 5° C. The mixture was stirred for 2 hours at ambient temperature followed by the addition of ethyl acetate. The mixture was washed with water, 1N ... Reactants: CO, CC(C)=CC1C(C(=O)Cl)C1(C)C, c1ccncc1. Yields the product COC(=O)C1C(C=C(C)C)C1(C)C. As a reaction SMILES: [CH3:1][OH:2].[CH3:3][C:4](=[CH:5][CH:6]1[C:7]([CH3:12])([CH3:13])[CH:8]1[C:9](=[O:10])[Cl:11])[CH3:14].[cH:15]1[cH:16][cH:17][n:18][cH:19][cH:20]1>>[CH3:1][O:2][C:9]([CH:8]1[CH:6]([CH:5]=[C:4]([CH3:3])[CH3:14])[C:7]1([CH3:12])[CH3:13])=[O:10]. Reactants: C(C)[SiH](CC)CC (Triethylsilane), [N+](=O)([O-])C1=C2C(=CNC2=CC=C1)C(C(=O)OC)=O (Methyl (4-nitro-1H-indol-3-yl)(oxo)acetate). Run in C(=O)(C(F)(F)F)O (TFA). Run at time 3 hour. The product is [N+](=O)([O-])C1=C2C(CNC2=CC=C1)CC(=O)OC ((±)-Methyl (4-nitro-2,3-dihydro-1H-indol-3-yl)acetate). As a reaction SMILES: C([SiH](CC)CC)C.[N+:8]([C:11]1[CH:19]=[CH:18][CH:17]=[C:16]2[C:12]=1[C:13]([C:20](=O)[C:21]([O:23][CH3:24])=[O:22])=[CH:14][NH:15]2)([O-:10])=[O:9]>C(O)(C(F)(F)F)=O>[N+:8]([C:11]1[CH:19]=[CH:18][CH:17]=[C:16]2[C:12]=1[CH:13]([CH2:20][C:21]([O:23][CH3:24])=[O:22])[CH2:14][NH:15]2)([O-:10])=[O:9]. Procedure: Triethylsilane (13 mL, 80.6 mmol) was added to a solution of methyl (4-nitro-1H-indol-3-yl)(oxo)acetate from Step A (1.00 g, 4.03 mmol) in TFA (15 mL). After 3 h, the reaction mixture was concentrated in vacuo and the residue was purified by silica gel chromatography, eluting with a gradient of CHCl3:MeOH—100:0 to 98:2, to give the title compound. MS: m/z=237 (M+1). Starting materials: NC1=CC(=C(C=C1)C(=O)N1CCN(CC1)C1=C(C=C(C=C1)C)C)N1CCOCC1 ([4-amino-2-(morpholin-4-yl)phenyl][4-(2,4-dimethylphenyl)piperazin-1-yl]methanone), ClCCCS(=O)(=O)Cl (3-chloropropane-1-sulfonyl chloride). Product: CC1=C(C=CC(=C1)C)N1CCN(CC1)C(=O)C1=C(C=C(C=C1)N1S(CCC1)(=O)=O)N1CCOCC1 ([4-(2,4-dimethylphenyl)piperazin-1-yl][4-(1,1-dioxo-1λ6-isothiazolidin-2-yl)-2-(morpholin-4-yl)phenyl]methanone). RXN SMILES: [NH2:1][C:2]1[CH:7]=[CH:6][C:5]([C:8]([N:10]2[CH2:15][CH2:14][N:13]([C:16]3[CH:21]=[CH:20][C:19]([CH3:22])=[CH:18][C:17]=3[CH3:23])[CH2:12][CH2:11]2)=[O:9])=[C:4]([N:24]2[CH2:29][CH2:28][O:27][CH2:26][CH2:25]2)[CH:3]=1.Cl[CH2:31][CH2:32][CH2:33][S:34](Cl)(=[O:36])=[O:35]>>[CH3:23][C:17]1[CH:18]=[C:19]([CH3:22])[CH:20]=[CH:21][C:16]=1[N:13]1[CH2:14][CH2:15][N:10]([C:8]([C:5]2[CH:6]=[CH:7][C:2]([N:1]3[CH2:31][CH2:32][CH2:33][S:34]3(=[O:36])=[O:35])=[CH:3][C:4]=2[N:24]2[CH2:25][CH2:26][O:27][CH2:28][CH2:29]2)=[O:9])[CH2:11][CH2:12]1. Reported procedure: Using [4-amino-2-(morpholin-4-yl)phenyl][4-(2,4-dimethylphenyl)piperazin-1-yl]methanone (188 mg) described in Preparation Example 151 and 3-chloropropane-1-sulfonyl chloride (0.08 mL) and by the reaction and treatment in the same manner as in Preparation Example 78, the title compound (82 mg) was obtained.